From a dataset of the Open Reaction Database (ORD), a public repository of structured organic reaction records. describe an organic reaction: reactants, conditions, products, and yield The reactants are C(C1=CC=CC=C1)NC=1C(=C2CCC(C2=CC1)=O)F (5-(benzylamino)-4-fluoro-2,3-dihydro-1H-inden-1-one), C([O-])([O-])=O.[Cs+].[Cs+] (cesium carbonate), C(C)N(C(CI)=O)CC (N,N-diethyl-2-iodoacetamide). Solvent: C(C)#N (acetonitrile). The product is C(C1=CC=CC=C1)N(CC(=O)N(CC)CC)C=1C(=C2CCC(C2=CC1)=O)F (2-(benzyl(4-fluoro-1-oxo-2,3-dihydro-1H-inden-5-yl)amino)-N,N-diethylacetamide). Reaction SMILES: [CH2:1]([N:3]([CH2:8][CH3:9])[C:4](=[O:7])[CH2:5]I)[CH3:2].[CH2:10]([NH:17][C:18]1[C:19]([F:28])=[C:20]2[C:24](=[CH:25][CH:26]=1)[C:23](=[O:27])[CH2:22][CH2:21]2)[C:11]1[CH:16]=[CH:15][CH:14]=[CH:13][CH:12]=1.C(=O)([O-])[O-].[Cs+].[Cs+]>C(#N)C>[CH2:10]([N:17]([C:18]1[C:19]([F:28])=[C:20]2[C:24](=[CH:25][CH:26]=1)[C:23](=[O:27])[CH2:22][CH2:21]2)[CH2:5][C:4]([N:3]([CH2:8][CH3:9])[CH2:1][CH3:2])=[O:7])[C:11]1[CH:12]=[CH:13][CH:14]=[CH:15][CH:16]=1 |f:2.3.4|. Reported procedure: As presented in the following reaction formula, N,N-diethyl-2-iodoacetamide (723 mg, 3 mmol) was added dropwise at room temperature to a mixture of 5-(benzylamino)-4-fluoro-2,3-dihydro-1H-inden-1-one (370 mg, 1.5 mmol) and cesium carbonate (Cs2CO3: 940 mg, 3 mmol) in acetonitrile (CH3CN; 20 mL). Then, the mixture was refluxed for 48 hours. The mixture was filtered and the filtrate was concentrated to give a crude product, which was purified by pre-TLC (product of Merck Co., Ltd.) to give 2-(benz... The reactants are C(#N)C=1C(=NC(=CC1C)Cl)Cl (3-Cyano-2,6-dichloro-4-methylpyridine), S(O)(O)(=O)=O (sulfuric acid). Reaction conditions: time 30 minute. Product: 83g, ClC1=NC(=CC(=C1C(=O)N)C)Cl (2,6-dichloro-4-methyl-3-pyridinecarboxamide). Yield: 94.0%. As a reaction SMILES: [C:1]([C:3]1[C:4]([Cl:11])=[N:5][C:6]([Cl:10])=[CH:7][C:8]=1[CH3:9])#[N:2].S(=O)(=O)(O)[OH:13]>>[Cl:11][C:4]1[C:3]([C:1]([NH2:2])=[O:13])=[C:8]([CH3:9])[CH:7]=[C:6]([Cl:10])[N:5]=1. Procedure details: 3-Cyano-2,6-dichloro-4-methylpyridine (80g, 0.42 mole) was dissolved in concentrated sulfuric acid (440ml). The mixture was heated at 150° C.-170° C. with stirring for 30 minutes, cooled and poured on ice. The precipitate was filtered and washed with water. The wet filter cake was dissolved in methylene chloride, washed, neutralized with Na2Co3, dried over Na2SO4 (anhydrous), and concentrated until a white precipitate separated. Petroleum ether was added, the crystals were filtered and dried at ...